Task: describe an organic reaction: reactants, conditions, products, and yield. Dataset: the Open Reaction Database (ORD), a public repository of structured organic reaction records Reactants: C(O)([O-])=O.[Na+] (sodium hydrogen carbonate), solution, C(#N)CCC=1C=C(C=C(C1)C(F)(F)F)C=1N=C(SC1)CN1N=CC(=C1)C(=O)OCC (ethyl 1-({4-[3-(2-cyanoethyl)-5-(trifluoromethyl)phenyl]-1,3-thiazol-2-yl}methyl)-1H-pyrazole-4-carboxylate), P(=S)(OCC)(OCC)[S-] (O,O-diethyl dithiophosphate). Run in C(C)OC(C)=O.Cl (hydrogen chloride ethyl acetate). Run at time 8 hour. The product is NC(CCC=1C=C(C=C(C1)C(F)(F)F)C=1N=C(SC1)CN1N=CC(=C1)C(=O)OCC)=S (ethyl 1-({4-[3-(3-amino-3-thioxopropyl)-5-(trifluoromethyl)phenyl]-1,3-thiazol-2-yl}methyl)-1H-pyrazole-4-carboxylate). Yield: 65.7%. RXN SMILES: [C:1]([CH2:3][CH2:4][C:5]1[CH:6]=[C:7]([C:15]2[N:16]=[C:17]([CH2:20][N:21]3[CH:25]=[C:24]([C:26]([O:28][CH2:29][CH3:30])=[O:27])[CH:23]=[N:22]3)[S:18][CH:19]=2)[CH:8]=[C:9]([C:11]([F:14])([F:13])[F:12])[CH:10]=1)#[N:2].P([S-])(OCC)(OCC)=[S:32].C(=O)([O-])O.[Na+]>C(OC(=O)C)C.Cl>[NH2:2][C:1](=[S:32])[CH2:3][CH2:4][C:5]1[CH:6]=[C:7]([C:15]2[N:16]=[C:17]([CH2:20][N:21]3[CH:25]=[C:24]([C:26]([O:28][CH2:29][CH3:30])=[O:27])[CH:23]=[N:22]3)[S:18][CH:19]=2)[CH:8]=[C:9]([C:11]([F:12])([F:13])[F:14])[CH:10]=1 |f:2.3,4.5|. Procedure details: To a solution (13 mL) of the compound (2.8 g, 6.5 mmol) obtained in Example 96b in 4N hydrogen chloride ethyl acetate was added O,O-diethyl dithiophosphate (1.8 g, 9.7 mmol), and the mixture was stirred at room temperature overnight. The reaction mixture was neutralized with saturated aqueous sodium hydrogen carbonate, and the mixture was extracted with ethyl acetate. The obtained organic layer was washed with saturated brine, and dried over anhydrous sodium sulfate. The solvent was evaporated u... The reactants are ClCCOC=1C=CC2=C(N=C(S2)SC)C1 (5-(2-chloroethoxy)-2-(methylthio)benzothiazole), C1(=CC=C(C=C1)S(=O)(=O)OC1CC(CCC1C(C)C)C)C (menthyl p-toluenesulfonate), C(C)(=O)C=1C=CC(=C(C1)N=C1SCC(N1CC=1OC=CC1)=O)NCC (2-(5-acetyl-2-ethylaminophenylimino)-3-furan-2-ylmethyl-thiazolidin-4-one). Product: C(C)(=O)C=1C=CC(=C(C1)N=C1SC(C(N1CC=1OC=CC1)=O)=C1SC2=C(N1C)C=C(C=C2)OCCCl)NCC (2-(5-Acetyl-2-ethylaminophenylimino)-5-[5-(2-chloroethoxy)-3-methyl-3H-benzothiazol-2-ylidene]-3-furan-2-ylmethylthiazolidin-4-one). As a reaction SMILES: [Cl:1][CH2:2][CH2:3][O:4][C:5]1[CH:6]=[CH:7][C:8]2[S:12][C:11](SC)=[N:10][C:9]=2[CH:15]=1.[C:16]1(C)C=CC(S(OC2C(C(C)C)CCC(C)C2)(=O)=O)=CC=1.[C:37]([C:40]1[CH:41]=[CH:42][C:43]([NH:59][CH2:60][CH3:61])=[C:44]([N:46]=[C:47]2[N:51]([CH2:52][C:53]3[O:54][CH:55]=[CH:56][CH:57]=3)[C:50](=[O:58])[CH2:49][S:48]2)[CH:45]=1)(=[O:39])[CH3:38]>>[C:37]([C:40]1[CH:41]=[CH:42][C:43]([NH:59][CH2:60][CH3:61])=[C:44]([N:46]=[C:47]2[N:51]([CH2:52][C:53]3[O:54][CH:55]=[CH:56][CH:57]=3)[C:50](=[O:58])[C:49](=[C:11]3[N:10]([CH3:16])[C:9]4[CH:15]=[C:5]([O:4][CH2:3][CH2:2][Cl:1])[CH:6]=[CH:7][C:8]=4[S:12]3)[S:48]2)[CH:45]=1)(=[O:39])[CH3:38]. Reported procedure: In a manner similar to Example 45, intermediate 5-(2-chloroethoxy)-2-(methylthio)benzothiazole was alkylated with menthyl p-toluenesulfonate and then condensed with the above 2-(5-acetyl-2-ethylaminophenylimino)-3-furan-2-ylmethyl-thiazolidin-4-one. MS(ESI): 583 (MH+). Starting materials: CC(C)c1c(C(=O)NCc2ccc(F)c(F)c2)c2ccc(CO)cc2n1Cc1ccccc1, C[N+]1([O-])CCOCC1, CCC[N+](CCC)(CCC)CCC, ClCCl, O=[Ru](=O)(=O)[O-]. Product: CC(C)c1c(C(=O)NCc2ccc(F)c(F)c2)c2ccc(C=O)cc2n1Cc1ccccc1. Reaction SMILES: [CH2:1]([c:2]1[cH:3][cH:4][cH:5][cH:6][cH:7]1)[n:8]1[c:9]([CH:31]([CH3:32])[CH3:33])[c:10]([C:19](=[O:20])[NH:21][CH2:22][c:23]2[cH:24][c:25]([F:30])[c:26]([F:29])[cH:27][cH:28]2)[c:11]2[cH:12][cH:13][c:14]([CH2:17][OH:18])[cH:15][c:16]12.[CH3:34][N+:35]1([O-:36])[CH2:37][CH2:38][O:39][CH2:40][CH2:41]1.[CH3:45][CH2:46][CH2:47][N+:48]([CH2:49][CH2:50][CH3:51])([CH2:52][CH2:53][CH3:54])[CH2:55][CH2:56][CH3:57].[Cl:42][CH2:43][Cl:44].[O:58]=[Ru:59](=[O:60])([O-:61])=[O:62]>>[CH2:1]([c:2]1[cH:3][cH:4][cH:5][cH:6][cH:7]1)[n:8]1[c:9]([CH:31]([CH3:32])[CH3:33])[c:10]([C:19](=[O:20])[NH:21][CH2:22][c:23]2[cH:24][c:25]([F:30])[c:26]([F:29])[cH:27][cH:28]2)[c:11]2[cH:12][cH:13][c:14]([CH:17]=[O:18])[cH:15][c:16]12. The reactants are OC=1C=C(C=CC1)C1=CC=C(C=C1)C(=O)OCC (ethyl 3′-hydroxybiphenyl-4-carboxylate), C(C1=CC=CC=C1)(=O)OCC=1C=C(CBr)C=CC1COC(C1=CC=CC=C1)=O (3,4-bis(benzoyloxymethyl)benzyl bromide), C([O-])([O-])=O.[K+].[K+] (potassium carbonate). Run in CC(CC)=O (2-butanone). Reaction conditions: temperature 80 celsius, time 4 hour. The product is C(C1=CC=CC=C1)(=O)OCC=1C=C(COC=2C=C(C=CC2)C2=CC=C(C=C2)C(=O)OC)C=CC1COC(C1=CC=CC=C1)=O (Methyl 3′-[3,4-bis(benzoyloxymethyl)benzyloxy]-biphenyl-4-carboxylate). The yield is 90.6%. RXN SMILES: [OH:1][C:2]1[CH:3]=[C:4]([C:8]2[CH:13]=[CH:12][C:11]([C:14]([O:16][CH2:17]C)=[O:15])=[CH:10][CH:9]=2)[CH:5]=[CH:6][CH:7]=1.[C:19]([O:27][CH2:28][C:29]1[CH:30]=[C:31]([CH:34]=[CH:35][C:36]=1[CH2:37][O:38][C:39](=[O:46])[C:40]1[CH:45]=[CH:44][CH:43]=[CH:42][CH:41]=1)[CH2:32]Br)(=[O:26])[C:20]1[CH:25]=[CH:24][CH:23]=[CH:22][CH:21]=1.C(=O)([O-])[O-].[K+].[K+]>CC(=O)CC>[C:19]([O:27][CH2:28][C:29]1[CH:30]=[C:31]([CH:34]=[CH:35][C:36]=1[CH2:37][O:38][C:39](=[O:46])[C:40]1[CH:41]=[CH:42][CH:43]=[CH:44][CH:45]=1)[CH2:32][O:1][C:2]1[CH:3]=[C:4]([C:8]2[CH:9]=[CH:10][C:11]([C:14]([O:16][CH3:17])=[O:15])=[CH:12][CH:13]=2)[CH:5]=[CH:6][CH:7]=1)(=[O:26])[C:20]1[CH:21]=[CH:22][CH:23]=[CH:24][CH:25]=1 |f:2.3.4|. Procedure details: 1 g (4.1 mmol) of ethyl 3′-hydroxybiphenyl-4-carboxylate, 1.98 g (4.5 mmol) of 3,4-bis(benzoyloxymethyl)benzyl bromide and 600 mg of potassium carbonate are dissolved in 40 mL of 2-butanone. The mixture is brought to reflux (80° C.) and then stirred for 4 hours. After cooling, the reaction medium is filtered and then concentrated under reduced pressure. The residue is purified by chromatography on a column of silica, to give a white solid (m.p.=71-72° C.) (m=2.18 g; Y=88%).